From a dataset of the Open Reaction Database (ORD), a public repository of structured organic reaction records. describe an organic reaction: reactants, conditions, products, and yield The reactants are CC(c1ccccc1)N1CC(NC(=O)OC(C)(C)C)C2(CCC2)C1, CCO, [W]. The product is CC(C)(C)OC(=O)NC1CNCC12CCC2. As a reaction SMILES: [C:1]([CH3:2])([CH3:3])([CH3:4])[O:5][C:6](=[O:7])[NH:8][CH:9]1[CH2:10][N:11]([CH:17]([c:18]2[cH:19][cH:20][cH:21][cH:22][cH:23]2)[CH3:24])[CH2:12][C:13]12[CH2:14][CH2:15][CH2:16]2.[CH3:25][CH2:26][OH:27].[W:28]>>[C:1]([CH3:2])([CH3:3])([CH3:4])[O:5][C:6](=[O:7])[NH:8][CH:9]1[CH2:10][NH:11][CH2:12][C:13]12[CH2:14][CH2:15][CH2:16]2. The reactants are O (water), ClC1=C(C=NC2=CC=C(C=C12)C(F)(F)F)C(=O)OCC (4-chloro-3-ethoxycarbonyl-6-trifluoromethylquinoline), FC(C=1C=C(C=CC1)S)(F)F (3-trifluoromethylthiophenol), C(C)(C)N(CC)C(C)C (diisopropylethylamine). Solvent: CN(C=O)C (N,N-dimethylformamide). Run at time 2 hour. Product: C(C)OC(=O)C=1C=NC2=CC=C(C=C2C1SC1=CC(=CC=C1)C(F)(F)F)C(F)(F)F (3-Ethoxycarbonyl-4-(3-trifluoromethylphenylmercapto)-6-trifluoromethylquinoline). The yield is 34.3%. As a reaction SMILES: Cl[C:2]1[C:11]2[C:6](=[CH:7][CH:8]=[C:9]([C:12]([F:15])([F:14])[F:13])[CH:10]=2)[N:5]=[CH:4][C:3]=1[C:16]([O:18][CH2:19][CH3:20])=[O:17].[F:21][C:22]([F:31])([F:30])[C:23]1[CH:24]=[C:25]([SH:29])[CH:26]=[CH:27][CH:28]=1.C(N(C(C)C)CC)(C)C.O>CN(C)C=O>[CH2:19]([O:18][C:16]([C:3]1[CH:4]=[N:5][C:6]2[C:11]([C:2]=1[S:29][C:25]1[CH:26]=[CH:27][CH:28]=[C:23]([C:22]([F:21])([F:30])[F:31])[CH:24]=1)=[CH:10][C:9]([C:12]([F:15])([F:14])[F:13])=[CH:8][CH:7]=2)=[O:17])[CH3:20]. Reported procedure: The reaction mixture of 151.8 mg (0.50 mmol) of 4-chloro-3-ethoxycarbonyl-6-trifluoromethylquinoline, 106.9 mg (0.60 mmol) of 3-trifluoromethylthiophenol and 100 μL of diisopropylethylamine in 2.0 mL of N,N-dimethylformamide was stirred at room temperature for 2 h and cooled. The reaction mixture was poured into water and extracted with ethyl acetate. The organic layer was washed with brine, dried over magnesium sulphate and concentrated. The resulting residue was purified on silica gel column e... Reactants: C(C)OC=1C=C(C(=O)O)C=CC1OC (3-ethoxy-4-methoxybenzoic acid), C(Cl)Cl (CH2Cl2), C(C(=O)Cl)(=O)Cl (Oxalyl chloride). The reagents and catalysts are CN(C)C=O (DMF). Run in C1=CC=CC=C1 (benzene). Run at time 90 minute. Yields the product C(C)OC=1C=C(C(=O)Cl)C=CC1OC (3-ethoxy-4-methoxybenzoyl chloride). As a reaction SMILES: [CH2:1]([O:3][C:4]1[CH:5]=[C:6]([CH:10]=[CH:11][C:12]=1[O:13][CH3:14])[C:7](O)=[O:8])[CH3:2].C(Cl)[Cl:16].C(Cl)(=O)C(Cl)=O>CN(C=O)C.C1C=CC=CC=1>[CH2:1]([O:3][C:4]1[CH:5]=[C:6]([CH:10]=[CH:11][C:12]=1[O:13][CH3:14])[C:7]([Cl:16])=[O:8])[CH3:2]. Procedure details: 3-ethoxy-4-methoxybenzoic acid (5 g, 25.5 mmol) was added to a solution of CH2Cl2 (40 mL) and benzene (20 mL) in a flame-dried 150 mL round bottom flask. Anhydrous DMF (9 drops) was added and the solution was cooled on ice. Oxalyl chloride (11 mL, 128 mmol) was added dropwise, and the reaction was then allowed to warm to RT. The reaction was stirred at RT for 90 minutes, then concentrated in vacuo yield an off-white solid. The solid was placed on a high-vacuum line for 2 hours, and then taken on... Reactants: NC1=C2N=C(N(C2=NC(=N1)OCCOC)CC1=CC=CC=C1)Br (6-Amino-9-benzyl-8-bromo-2-(2-methoxyethoxy)purine), CO (methanol). Run in C[O-].[Na+].CO (sodium methoxide methanol). Reaction conditions: time 5 hour. Yields the product NC1=C2N=C(N(C2=NC(=N1)OCCOC)CC1=CC=CC=C1)OC (6-Amino-9-benzyl-8-methoxy-2-(2-methoxyethoxy)purine). Yield: 43.0%. RXN SMILES: [NH2:1][C:2]1[N:10]=[C:9]([O:11][CH2:12][CH2:13][O:14][CH3:15])[N:8]=[C:7]2[C:3]=1[N:4]=[C:5](Br)[N:6]2[CH2:16][C:17]1[CH:22]=[CH:21][CH:20]=[CH:19][CH:18]=1.[CH3:24][OH:25]>C[O-].[Na+].CO>[NH2:1][C:2]1[N:10]=[C:9]([O:11][CH2:12][CH2:13][O:14][CH3:15])[N:8]=[C:7]2[C:3]=1[N:4]=[C:5]([O:25][CH3:24])[N:6]2[CH2:16][C:17]1[CH:22]=[CH:21][CH:20]=[CH:19][CH:18]=1 |f:2.3.4|. Reported procedure: 6-Amino-9-benzyl-8-bromo-2-(2-methoxyethoxy)purine (69 mg, 0.18 mmol) in methanol (50 ml) was dissolved in 28% sodium methoxide/methanol (1 ml) and the mixture was refluxed on heating under stirring for 5 hours. The reaction mixture was concentrated in vacuo to dryness, and to the residue was added water. The solution was extracted with chloroform and the organic layer was dried on sodium sulfate and concentrated in vacuo to dryness. The residue was purified with silica gel chromatography (3% me... Starting materials: CC(CC)O (2-butanol), ClC1=C(C=C(C=N1)CC(=O)OC(C)(C)C)F (tert-butyl 2-(6-chloro-5-fluoropyridin-3-yl)acetate), FC1=NC=CC(=C1)B(O)O (2-fluoropyridin-4-ylboronic acid), [O-]P(=O)([O-])[O-].[K+].[K+].[K+] (K3PO4). Reagents/catalysts: CC(=O)[O-].CC(=O)[O-].[Pd+2] (Pd(OAc)2). Solvent: C(C)(=O)OCC (ethyl acetate). Reaction conditions: temperature 100 celsius, time 10 hour. The product is FC1=NC=CC(=C1)C1=NC=C(C=C1F)CC(=O)OC(C)(C)C (tert-butyl 2-(2′,3-difluoro-2,4′-bipyridin-5-yl)acetate). Reaction SMILES: Cl[C:2]1[N:7]=[CH:6][C:5]([CH2:8][C:9]([O:11][C:12]([CH3:15])([CH3:14])[CH3:13])=[O:10])=[CH:4][C:3]=1[F:16].[F:17][C:18]1[CH:23]=[C:22](B(O)O)[CH:21]=[CH:20][N:19]=1.[O-]P([O-])([O-])=O.[K+].[K+].[K+].CC(O)CC>C(OCC)(=O)C.CC([O-])=O.CC([O-])=O.[Pd+2]>[F:17][C:18]1[CH:23]=[C:22]([C:2]2[C:3]([F:16])=[CH:4][C:5]([CH2:8][C:9]([O:11][C:12]([CH3:15])([CH3:14])[CH3:13])=[O:10])=[CH:6][N:7]=2)[CH:21]=[CH:20][N:19]=1 |f:2.3.4.5,8.9.10|. Procedure: To a flask containing tert-butyl 2-(6-chloro-5-fluoropyridin-3-yl)acetate 205-3 (370 mg, 1.5 mmol), 2-fluoropyridin-4-ylboronic acid 205-4 (318 mg, 2.25 mmol), Pd(OAc)2 (17 mg, 0.075 mmol.), 2-dicyclohexylphosphino-2′,6′-dimethoxyybiphenyl (62 mg, 0.15 mmol), K3PO4 (800 mg, 9 mmol) under argon was added 2-butanol (1.5 mL). The reaction mixture was stirred at 100° C. for 10 hours. After cooled to room temperature, the mixture was diluted with ethyl acetate, washed with water and brine, dried over... Starting materials: IC=1N=CN2C1SC=C2 (7-iodoimidazo[5,1-b]thiazole), S1C=NC=C1C=O (thiazole-5-aldehyde). Product: S1C=NC=C1C(=O)C=1N=CN2C1SC=C2 (7-(Thiazol-5-yl)carbonylimidazo[5,1-b]thiazole). Yield: 75.6%. RXN SMILES: I[C:2]1[N:3]=[CH:4][N:5]2[CH:9]=[CH:8][S:7][C:6]=12.[S:10]1[C:14]([CH:15]=[O:16])=[CH:13][N:12]=[CH:11]1>>[S:10]1[C:14]([C:15]([C:2]2[N:3]=[CH:4][N:5]3[CH:9]=[CH:8][S:7][C:6]=23)=[O:16])=[CH:13][N:12]=[CH:11]1. Reported procedure: 7-(Thiazol-5-yl)carbonylimidazo[5,1-b]thiazole (187 mg) was prepared in the same manner as in step a) of Synthesis Example 3, except that 265 mg of 7-iodoimidazo[5,1-b]thiazole and 119 mg of thiazole-5-aldehyde were used as the starting compounds.